This data is from the Open Reaction Database (ORD), a public repository of structured organic reaction records. The task is: describe an organic reaction: reactants, conditions, products, and yield The reactants are ClC=1C=C(NC2=NC=NC3=CC(=CC(=C23)OC[C@@H]2C[C@H](CN2)O)OC)C=CC1F ((3R,5S)-5-[({4-[3-chloro-4-fluoroanilino]-7-methoxyquinazolin-5-yl}oxy)methyl]pyrrolidin-3-ol), C(C)(=O)O (acetic acid). The product is C(C)(=O)N1C[C@@H](C[C@H]1COC1=C2C(=NC=NC2=CC(=C1)OC)NC1=CC(=C(C=C1)F)Cl)O ((3R,5S)-1-Acetyl-5-[({4-[3-chloro-4-fluoroanilino]-7-methoxyquinazolin-5-yl}oxy)methyl]pyrrolidin-3-ol). Yield: 92.0%. As a reaction SMILES: [Cl:1][C:2]1[CH:3]=[C:4]([CH:26]=[CH:27][C:28]=1[F:29])[NH:5][C:6]1[C:15]2[C:10](=[CH:11][C:12]([O:24][CH3:25])=[CH:13][C:14]=2[O:16][CH2:17][C@H:18]2[NH:22][CH2:21][C@H:20]([OH:23])[CH2:19]2)[N:9]=[CH:8][N:7]=1.[C:30](O)(=[O:32])[CH3:31]>>[C:30]([N:22]1[C@H:18]([CH2:17][O:16][C:14]2[CH:13]=[C:12]([O:24][CH3:25])[CH:11]=[C:10]3[C:15]=2[C:6]([NH:5][C:4]2[CH:26]=[CH:27][C:28]([F:29])=[C:2]([Cl:1])[CH:3]=2)=[N:7][CH:8]=[N:9]3)[CH2:19][C@@H:20]([OH:23])[CH2:21]1)(=[O:32])[CH3:31]. Procedure details: The procedure described in Example 25 was repeated using (3R,5S)-5-[({4-[3-chloro-4-fluoroanilino]-7-methoxyquinazolin-5-yl}oxy)methyl]pyrrolidin-3-ol (209 mg) with acetic acid (32 μl) to give the title compound as a white solid in 92% yield; NMR spectrum (DMSO-d6) 9.98 (s, 1H), 8.47 (s, 1H), 8.16-8.14 (m, 1H), 7.73-7.70 (m, 1H) 6.84 (s, 1H), 5.10 (m, 1H), 4.67-4.63 (m, 1H), 4.47-4.38 (m, 2H), 4.26-4.21 (m, 1H), 3.94 (s, 3H), 3.59 (dd, 1H), 3.41 (dd, 1H), 2.11-2.05 (m, 2H), 2.00 (s, 3H); Mass sp... Product: ClC1=C(C=CC(=C1C)F)N1CCN(CC1)CCCCCC1=CC=C2CCC(NC2=N1)=O (7-{5-[4-(2-Chloro-4-fluoro-3-methyl-phenyl)-piperazin-1-yl]-pentyl}-3,4-dihydro-1H-[1,8]naphthyridin-2-one). Reactants: ClC1=C(C=CC(=C1C)F)N1CCN(CC1)CCCC=CC1=CC=C2CCC(NC2=N1)=O (7-{5-[4-(2-Chloro-4-fluoro-3-methyl-phenyl)-piperazin-1-yl]-pent-1-enyl}-3,4-dihydro-1H-[1,8]naphthyridin-2-one). Run in CCO.C1CCOC1 (EtOH THF). The yield is 89.2%. Reagents/catalysts: [Ni] (Ra—Ni). Reported procedure: 7-{5-[4-(2-Chloro-4-fluoro-3-methyl-phenyl)-piperazin-1-yl]-pent-1-enyl}-3,4-dihydro-1H-[1,8]naphthyridin-2-one (0.382 g, 0.862 mmol) was hydrogenated using Ra—Ni (0.5 g) in 1:1 EtOH/THF (50 mL) for 12 h. The reaction was filtered and concentrated. Purification by liquid chromatography (SiO2, 5% MeOH/CH2Cl2 to 7% MeOH/CH2Cl2) gave the title compound as a light yellow foam (342 mg, 0.769 mmol, 89%). MS: APCI: M+1: 445.2 (Exact Mass: 444.21). Reaction SMILES: [Cl:1][C:2]1[C:7]([CH3:8])=[C:6]([F:9])[CH:5]=[CH:4][C:3]=1[N:10]1[CH2:15][CH2:14][N:13]([CH2:16][CH2:17][CH2:18][CH:19]=[CH:20][C:21]2[N:30]=[C:29]3[C:24]([CH2:25][CH2:26][C:27](=[O:31])[NH:28]3)=[CH:23][CH:22]=2)[CH2:12][CH2:11]1>[Ni].CCO.C1COCC1>[Cl:1][C:2]1[C:7]([CH3:8])=[C:6]([F:9])[CH:5]=[CH:4][C:3]=1[N:10]1[CH2:11][CH2:12][N:13]([CH2:16][CH2:17][CH2:18][CH2:19][CH2:20][C:21]2[N:30]=[C:29]3[C:24]([CH2:25][CH2:26][C:27](=[O:31])[NH:28]3)=[CH:23][CH:22]=2)[CH2:14][CH2:15]1 |f:2.3|. Starting materials: CC(C)(C)[Si](OC1CC(C(=O)O)N(C(=O)OCc2ccccc2)C1)(c1ccccc1)c1ccccc1, CNOC, CCN=C=NCCCN(C)C, Cl, Cl, c1ccncc1. Yields the product CON(C)C(=O)C1CC(O[Si](c2ccccc2)(c2ccccc2)C(C)(C)C)CN1C(=O)OCc1ccccc1. RXN SMILES: [CH2:18]([c:19]1[cH:20][cH:21][cH:22][cH:23][cH:24]1)[O:25][C:26](=[O:27])[N:28]1[CH:29]([C:51](=[O:52])[OH:53])[CH2:30][CH:31]([O:33][Si:34]([c:35]2[cH:36][cH:37][cH:38][cH:39][cH:40]2)([c:41]2[cH:42][cH:43][cH:44][cH:45][cH:46]2)[C:47]([CH3:48])([CH3:49])[CH3:50])[CH2:32]1.[CH3:14][O:15][NH:16][CH3:17].[CH3:2][N:3]([CH3:4])[CH2:5][CH2:6][CH2:7][N:8]=[C:9]=[N:10][CH2:11][CH3:12].[ClH:13].[ClH:1].[cH:54]1[cH:55][cH:56][n:57][cH:58][cH:59]1>>[CH3:14][O:15][N:16]([CH3:17])[C:51]([CH:29]1[N:28]([C:26]([O:25][CH2:18][c:19]2[cH:20][cH:21][cH:22][cH:23][cH:24]2)=[O:27])[CH2:32][CH:31]([O:33][Si:34]([c:35]2[cH:36][cH:37][cH:38][cH:39][cH:40]2)([c:41]2[cH:42][cH:43][cH:44][cH:45][cH:46]2)[C:47]([CH3:48])([CH3:49])[CH3:50])[CH2:30]1)=[O:53]. Reactants: O=C1CCCc2cc(Br)cnc2N1, C=CC(=O)OC(C)(C)C, CCC#N, CCN(C(C)C)C(C)C, N#N, CC(=O)[O-], CC(=O)[O-], [Pd+2]. Product: CC(C)(C)OC(=O)C=Cc1cnc2c(c1)CCCC(=O)N2. RXN SMILES: [Br:1][c:2]1[cH:3][c:4]2[c:5]([n:12][cH:13]1)[NH:6][C:7](=[O:11])[CH2:8][CH2:9][CH2:10]2.[C:14]([CH:15]=[CH2:16])(=[O:17])[O:18][C:19]([CH3:20])([CH3:21])[CH3:22].[C:34](#[N:35])[CH2:36][CH3:37].[CH:23]([N:24]([CH2:25][CH3:26])[CH:27]([CH3:28])[CH3:29])([CH3:30])[CH3:31].[N:32]#[N:33].[O-:39][C:40]([CH3:41])=[O:42].[O-:43][C:44]([CH3:45])=[O:46].[Pd+2:38]>>[c:2]1([CH:16]=[CH:15][C:14](=[O:17])[O:18][C:19]([CH3:20])([CH3:21])[CH3:22])[cH:3][c:4]2[c:5]([n:12][cH:13]1)[NH:6][C:7](=[O:11])[CH2:8][CH2:9][CH2:10]2.